From a dataset of the Open Reaction Database (ORD), a public repository of structured organic reaction records. describe an organic reaction: reactants, conditions, products, and yield Reactants: C([O-])([O-])=O.[Na+].[Na+] (sodium carbonate), COC1=CC=C(C=C1)C=1C=C2C(=C[N+]1[O-])SC=C2 (5-(4-Methoxyphenyl)thieno[2,3-c]pyridine-6-oxide), P(=O)(Cl)(Cl)Cl (phosphorus oxychloride), C([O-])([O-])=O.[K+].[K+] (potassium carbonate), ice water, C(C)N1CCNCC1 (N-ethylpiperazine). The solvent is CS(=O)C (dimethyl sulfoxide). The product is C(C)N1CCN(CC1)C=1N=C(C=C2C1SC=C2)C2=CC=C(C=C2)OC (7-(4-Ethylpiperazin-1-yl)-5-(4-methoxyphenyl)thieno[2,3-c]pyridine). Reaction SMILES: [CH3:1][O:2][C:3]1[CH:8]=[CH:7][C:6]([C:9]2[CH:10]=[C:11]3[CH:18]=[CH:17][S:16][C:12]3=[CH:13][N+:14]=2[O-])=[CH:5][CH:4]=1.P(Cl)(Cl)(Cl)=O.C(=O)([O-])[O-].[Na+].[Na+].C(=O)([O-])[O-].[K+].[K+].[CH2:36]([N:38]1[CH2:43][CH2:42][NH:41][CH2:40][CH2:39]1)[CH3:37]>CS(C)=O>[CH2:36]([N:38]1[CH2:43][CH2:42][N:41]([C:13]2[N:14]=[C:9]([C:6]3[CH:7]=[CH:8][C:3]([O:2][CH3:1])=[CH:4][CH:5]=3)[CH:10]=[C:11]3[CH:18]=[CH:17][S:16][C:12]=23)[CH2:40][CH2:39]1)[CH3:37] |f:2.3.4,5.6.7|. Procedure details: 5-(4-Methoxyphenyl)thieno[2,3-c]pyridine-6-oxide (3.0 g) was reacted with phosphorus oxychloride (15 ml) at 100° C. for 3 hr. The reaction mixture was poured into ice-water, neutralized with sodium carbonate and extracted with ethyl acetate. The organic layer was washed with water and brine and dried. The extract was filtered through silica gel, and the column was washed with ethyl acetate. The filtrates were combined and concentrated. The resulting 7-chloro-5-(4-methoxyphenyl)thieno[2,3-c]pyrid... The reactants are [OH-].[Li+] (lithium hydroxide), Cl (hydrochloric acid), COC(=O)[C@@H]1C[C@@H](N(C2=CC=CC=C12)C(C1=CC=C(C=C1)C(F)(F)F)=O)C (cis-2-methyl-1-(4-trifluoromethyl-benzoyl)-1,2,3,4-tetrahydro-quinoline-4-carboxylic acid methyl ester), CO (methanol). The solvent is O (water), O1CCCC1 (tetrahydrofuran). Conditions: time 19 hour. Yields the product CC1N(C2=CC=CC=C2C(C1)C(=O)O)C(C1=CC=C(C=C1)C(F)(F)F)=O (2-methyl-1-(4-trifluoromethyl-benzoyl)-1,2,3,4-tetrahydro-quinoline-4-carboxylic acid). Isolated yield 96.5%. Reaction SMILES: C[O:2][C:3]([C@H:5]1[C:14]2[C:9](=[CH:10][CH:11]=[CH:12][CH:13]=2)[N:8]([C:15](=[O:26])[C:16]2[CH:21]=[CH:20][C:19]([C:22]([F:25])([F:24])[F:23])=[CH:18][CH:17]=2)[C@@H:7]([CH3:27])[CH2:6]1)=[O:4].[OH-].[Li+].CO.Cl>O1CCCC1.O>[CH3:27][CH:7]1[CH2:6][CH:5]([C:3]([OH:4])=[O:2])[C:14]2[C:9](=[CH:10][CH:11]=[CH:12][CH:13]=2)[N:8]1[C:15](=[O:26])[C:16]1[CH:17]=[CH:18][C:19]([C:22]([F:24])([F:23])[F:25])=[CH:20][CH:21]=1 |f:1.2|. Procedure: A round bottom flask with magnetic stirrer was charged with cis-2-methyl-1-(4-trifluoromethyl-benzoyl)-1,2,3,4-tetrahydro-quinoline-4-carboxylic acid methyl ester (980 mg, 2.60 mmol) in tetrahydrofuran (10.0 mL). To the reaction was added a solution of lithium hydroxide (179 mg, 7.47 mmol) in water (10 mL), followed by methanol (10 mL). The reaction was stirred at room temperature for 18-20 hours under an argon atmosphere. The reaction was transferred to a separatory funnel and the pH adjusted t... As a reaction SMILES: C[O:2][C:3](=[O:22])[CH2:4][CH2:5][C:6]1[CH:11]=[C:10]([C@@H:12]2[CH2:16][CH2:15][C:14](=O)[CH2:13]2)[CH:9]=[CH:8][C:7]=1[C:18]([F:21])([F:20])[F:19].[C:23]1([C@H:33]([NH2:35])[CH3:34])[C:32]2[C:27](=[CH:28][CH:29]=[CH:30][CH:31]=2)[CH:26]=[CH:25][CH:24]=1>>[C:23]1([C@H:33]([NH:35][CH:14]2[CH2:15][CH2:16][C@@H:12]([C:10]3[CH:9]=[CH:8][C:7]([C:18]([F:19])([F:21])[F:20])=[C:6]([CH2:5][CH2:4][C:3]([OH:2])=[O:22])[CH:11]=3)[CH2:13]2)[CH3:34])[C:32]2[C:27](=[CH:28][CH:29]=[CH:30][CH:31]=2)[CH:26]=[CH:25][CH:24]=1. Reported procedure: General procedure A was followed using 3-[5-((1R)-3-oxo-cyclopentyl)-2-trifluoromethyl-phenyl]-propionic acid methyl ester (preparation 16) as the ketone and (R)-1-naphthalen-1-yl-ethylamine as the amine. The resulting mixture of isomeric esters was purified and separated by flash chromatography. The faster eluting peak was isolated and subjected to hydrolysis following general procedure B to afford the title compound. 1H NMR (600 MHz, DMSO) δ 8.30 (d, J=8.2 Hz, 1H), 7.93 (d, J=8.0 Hz, 1H), 7.84... Yields the product C1(=CC=CC2=CC=CC=C12)[C@@H](C)NC1C[C@@H](CC1)C=1C=CC(=C(C1)CCC(=O)O)C(F)(F)F (3-[5-[(1R)-3-[[(1R)-1-(1-naphthyl)ethyl]amino]cyclopentyl]-2-(trifluoromethyl)phenyl]propanoic acid). The reactants are COC(CCC1=C(C=CC(=C1)[C@H]1CC(CC1)=O)C(F)(F)F)=O (3-[5-((1R)-3-oxo-cyclopentyl)-2-trifluoromethyl-phenyl]-propionic acid methyl ester), amine, esters, ketone, C1(=CC=CC2=CC=CC=C12)[C@@H](C)N ((R)-1-naphthalen-1-yl-ethylamine). Reactants: CCc1cc(-c2cncc(C(=O)O)c2)c(C)[nH]c1=O, NCc1ccccn1. Yields the product CCc1cc(-c2cncc(C(=O)NCc3ccccn3)c2)c(C)[nH]c1=O. As a reaction SMILES: [CH2:1]([CH3:2])[c:3]1[cH:4][c:5](-[c:11]2[cH:12][n:13][cH:14][c:15]([C:17](=[O:18])[OH:19])[cH:16]2)[c:6]([CH3:10])[nH:7][c:8]1=[O:9].[n:20]1[c:21]([CH2:26][NH2:27])[cH:22][cH:23][cH:24][cH:25]1>>[CH2:1]([CH3:2])[c:3]1[cH:4][c:5](-[c:11]2[cH:12][n:13][cH:14][c:15]([C:17](=[O:19])[NH:27][CH2:26][c:21]3[n:20][cH:25][cH:24][cH:23][cH:22]3)[cH:16]2)[c:6]([CH3:10])[nH:7][c:8]1=[O:9]. Starting materials: O=C([O-])O, CCNc1cc2nc[nH]c(=O)c2cc1[N+](=O)[O-], [Na+], O, O=P(Cl)(Cl)Cl. The product is CCNc1cc2ncnc(Cl)c2cc1[N+](=O)[O-]. Reaction SMILES: [C:23](=[O:24])([O-:25])[OH:26].[CH2:1]([CH3:2])[NH:3][c:4]1[c:5]([N+:15](=[O:16])[O-:17])[cH:6][c:7]2[c:8](=[O:14])[nH:9][cH:10][n:11][c:12]2[cH:13]1.[Na+:27].[OH2:28].[P:18]([Cl:19])([Cl:20])([Cl:21])=[O:22]>>[CH2:1]([CH3:2])[NH:3][c:4]1[c:5]([N+:15](=[O:16])[O-:17])[cH:6][c:7]2[c:8]([Cl:20])[n:9][cH:10][n:11][c:12]2[cH:13]1. Starting materials: C(C)OC(=O)C=1C=C(C=CC1)NC1=NC=CC(=N1)C=1C(=NC=CC1)Cl (N-[3-ethoxycarbonyl-phenyl]-4-(2-chloro-3-pyridyl)-2-pyrimidineamine), [OH-].[Na+] (sodium hydroxide). Run in C(C)#N (acetonitrile), O (water). Product: C(=O)(O)C=1C=C(C=CC1)NC1=NC=CC(=N1)C=1C(=NC=CC1)Cl (N-[3-carboxy-phenyl]-4-(2-chloro-3-pyridyl)-2-pyrimidineamine). The yield is 56.7%. RXN SMILES: C([O:3][C:4]([C:6]1[CH:7]=[C:8]([NH:12][C:13]2[N:18]=[C:17]([C:19]3[C:20]([Cl:25])=[N:21][CH:22]=[CH:23][CH:24]=3)[CH:16]=[CH:15][N:14]=2)[CH:9]=[CH:10][CH:11]=1)=[O:5])C.[OH-].[Na+]>C(#N)C.O>[C:4]([C:6]1[CH:7]=[C:8]([NH:12][C:13]2[N:18]=[C:17]([C:19]3[C:20]([Cl:25])=[N:21][CH:22]=[CH:23][CH:24]=3)[CH:16]=[CH:15][N:14]=2)[CH:9]=[CH:10][CH:11]=1)([OH:5])=[O:3] |f:1.2|. Procedure details: A mixture of N-[3-ethoxycarbonyl-phenyl]-4-(2-chloro-3-pyridyl)-2-pyrimidineamine (1.15 g, 3.24 mmol), sodium hydroxide (300 mg, 7.5 mmol) in acetonitrile (15 mL) and water (5 mL) is heated to reflux for 4 hours. The reaction mixture is then cooled to room temperature and concentrated. The residue is dissolved in water and acidified with 10% hydrochloric acid. The solid is collected by filtration and washed with water, methanol and dried to give N-[3-carboxy-phenyl]-4-(2-chloro-3-pyridyl)-2-pyri... The reactants are O (water), potassium tert.-butylate, C(C)OP(OCC)(=O)C(Cl)Cl (dichloromethane-phosphonic acid diethyl ester), C(C)(=O)C1C(C1(C)C)C=O (2-acetyl-3,3-dimethylcyclopropanecarboxaldehyde). The solvent is CN(C=O)C (dimethylformamide), O1CCCC1 (tetrahydrofuran). Reaction conditions: time 3 hour. The product is ClC(=CC1C(C1(C)C)C(C)=O)Cl (1-(2,2-dichlorovinyl)-2-acetyl-3,3-dimethylcyclopropane). Yield: 71.5%. RXN SMILES: C(OP([CH:9]([Cl:11])[Cl:10])(=O)OCC)C.[C:12]([CH:15]1[C:17]([CH3:19])([CH3:18])[CH:16]1[CH:20]=O)(=[O:14])[CH3:13].O>CN(C)C=O.O1CCCC1>[Cl:11][C:9]([Cl:10])=[CH:20][CH:16]1[C:17]([CH3:19])([CH3:18])[CH:15]1[C:12](=[O:14])[CH3:13]. Procedure details: A solution of 12.3 g (0.11 mol) of potassium tert.-butylate in 30 ml of dimethylformamide was added dropwise, under an inert gas atmosphere (nitrogen or argon) at -20° to -25° C., to a solution of 24 g (0.180 mol) of dichloromethane-phosphonic acid diethyl ester and 14 g (0.1 mol) of 2-acetyl-3,3-dimethylcyclopropanecarboxaldehyde in 100 ml of tetrahydrofuran. The mixture was subsequently stirred for 3 hours without cooling, 200 ml of water were added and extraction was carried out twice with 10...